From a dataset of the Open Reaction Database (ORD), a public repository of structured organic reaction records. describe an organic reaction: reactants, conditions, products, and yield Reactants: C(C)(C)(C)OC(C(C)(C)SC=1SC=C(N1)CCO)=O (2-{[4-(2-hydroxyethyl)-1,3-thiazol-2-yl]thio}-2-methylpropionic acid tert-butyl ester), OC1=CC=C(C=C1)NC(C1=CC=CC=C1)=O (N-(4-hydroxyphenyl)benzamide), C1(=CC=CC=C1)P(C1=CC=CC=C1)C1=CC=CC=C1 (triphenylphosphine), [N+](=[N-])(C(=O)OCC)C(=O)OCC (diethyl diazodicarboxylate). The solvent is O1CCCC1 (tetrahydrofuran). Run at time 8 hour. Yields the product C(C)(C)(C)OC(C(C)(C)SC=1SC=C(N1)CCOC1=CC=C(C=C1)NC(C1=CC=CC=C1)=O)=O (2-[(4-{2-[4-(benzoylamino)phenoxy]ethyl}-1,3-thiazol-2-yl)thio]-2-methylpropionic acid tert-butyl ester). The yield is 66.9%. Reaction SMILES: [C:1]([O:5][C:6](=[O:19])[C:7]([S:10][C:11]1[S:12][CH:13]=[C:14]([CH2:16][CH2:17][OH:18])[N:15]=1)([CH3:9])[CH3:8])([CH3:4])([CH3:3])[CH3:2].O[C:21]1[CH:26]=[CH:25][C:24]([NH:27][C:28](=[O:35])[C:29]2[CH:34]=[CH:33][CH:32]=[CH:31][CH:30]=2)=[CH:23][CH:22]=1.C1(P(C2C=CC=CC=2)C2C=CC=CC=2)C=CC=CC=1.[N+](C(OCC)=O)(C(OCC)=O)=[N-]>O1CCCC1>[C:1]([O:5][C:6](=[O:19])[C:7]([S:10][C:11]1[S:12][CH:13]=[C:14]([CH2:16][CH2:17][O:18][C:21]2[CH:22]=[CH:23][C:24]([NH:27][C:28](=[O:35])[C:29]3[CH:34]=[CH:33][CH:32]=[CH:31][CH:30]=3)=[CH:25][CH:26]=2)[N:15]=1)([CH3:9])[CH3:8])([CH3:2])([CH3:4])[CH3:3]. Reported procedure: 2-{[4-(2-Hydroxyethyl)-1,3-thiazol-2-yl]thio}-2-methylpropionic acid tert-butyl ester (1.0 g) synthesized in Example 4 and N-(4-hydroxyphenyl)benzamide (703 mg) were dissolved in tetrahydrofuran (10 mL), triphenylphosphine (866 mg) and diethyl diazodicarboxylate (575 mg) were added thereto under ice-cooling, and the mixture was stirred at room temperature for 8 hr. The reaction mixture was concentrated under reduced pressure, and the residue was purified by silica gel chromatography (elution sol... RXN SMILES: [C:1]([CH3:2])([CH3:3])([CH3:4])[Si:5]([O:6][CH2:7][CH2:8][O:9][NH:10][C:11]([c:12]1[c:13]([NH:22][c:23]2[c:24]([F:30])[cH:25][c:26]([I:29])[cH:27][cH:28]2)[c:14]([F:21])[c:15]([F:20])[c:16]([CH:18]=[O:19])[cH:17]1)=[O:31])([CH3:32])[CH3:33].[C:37](=[O:38])([OH:39])[O-:40].[CH3:43][CH2:44][OH:45].[ClH:34].[NH2:35][OH:36].[Na+:41].[OH2:42]>>[C:1]([CH3:2])([CH3:3])([CH3:4])[Si:5]([O:6][CH2:7][CH2:8][O:9][NH:10][C:11]([c:12]1[c:13]([NH:22][c:23]2[c:24]([F:30])[cH:25][c:26]([I:29])[cH:27][cH:28]2)[c:14]([F:21])[c:15]([F:20])[c:16]([CH:18]=[N:35][OH:36])[cH:17]1)=[O:31])([CH3:32])[CH3:33]. Starting materials: CC(C)(C)[Si](C)(C)OCCONC(=O)c1cc(C=O)c(F)c(F)c1Nc1ccc(I)cc1F, O=C([O-])O, CCO, Cl, NO, [Na+], O. Product: CC(C)(C)[Si](C)(C)OCCONC(=O)c1cc(C=NO)c(F)c(F)c1Nc1ccc(I)cc1F. Starting materials: R1C2H5, R2H, R6H, C(C)N1C=C(C(C2=CC=C(C=C12)C1=NC=CC=C1)=O)C(=O)O (1-ethyl-1,4-dihydro-4-oxo-7-(2-pyridinyl)-3-quinolinecarboxylic acid), FC1=CC=C(C=C1)N1C=C(C(C2=CC=C(C=C12)C1=CC=NC=C1)=O)C(=O)N (1-(4-Fluorophenyl)-1,4-dihydro-4-oxo-7-(4-pyridinyl)3 -quinolinecarboxamide). The product is C(C)N1C=C(C(C2=CC=C(C=C12)C1=NC=CC=C1)=O)C(=O)N (1-Ethyl-1,4-dihydro-4-oxo-7-(2-pyridinyl)-3-quinolinecarboxamide). Reaction SMILES: [CH2:1]([N:3]1[C:12]2[C:7](=[CH:8][CH:9]=[C:10]([C:13]3[CH:18]=[CH:17][CH:16]=[CH:15][N:14]=3)[CH:11]=2)[C:6](=[O:19])[C:5]([C:20]([OH:22])=O)=[CH:4]1)[CH3:2].FC1C=CC([N:30]2C3C(=CC=C(C4C=CN=CC=4)C=3)C(=O)C(C(N)=O)=C2)=CC=1>>[CH2:1]([N:3]1[C:12]2[C:7](=[CH:8][CH:9]=[C:10]([C:13]3[CH:18]=[CH:17][CH:16]=[CH:15][N:14]=3)[CH:11]=2)[C:6](=[O:19])[C:5]([C:20]([NH2:30])=[O:22])=[CH:4]1)[CH3:2]. Reported procedure: [I; R=H, R1C2H5, R2H, R6H, R7 -pyridinyl] was prepared from 2.94 g 1-ethyl-1,4-dihydro-4-oxo-7-(2-pyridinyl)-3-quinolinecarboxylic acid (U.S. Pat No. 3,753,993) according to the procedure of Example 1, part (h), and was obtained (2.66 g) in the form of a light-tan solid, m.p. 245°-246° C. Starting materials: CC1(OC2(C(N1CC1CO1)=O)CC(NC(C2)(C)C)(C)C)CC (2,7,7,9,9-pentamethyl-2-ethyl-3-(2,3-epoxypropyl)-1-oxa-3,8-diaza-spiro[4.5]decan-4-one), C(=O)O (formic acid). Reaction conditions: time 2 hour. Product: CC1(OC2(C(N1CC(CO)O)=O)CC(NC(C2)(C)C)(C)C)CC (2,7,7,9,9-Pentamethyl-2-ethyl-3-(2,3-dihydroxypropyl)-1-oxa-3,8-diaza-spiro[4.5]decan-4-one). RXN SMILES: [CH3:1][C:2]1([CH2:21][CH3:22])[N:6]([CH2:7][CH:8]2[O:10][CH2:9]2)[C:5](=[O:11])[C:4]2([CH2:16][C:15]([CH3:18])([CH3:17])[NH:14][C:13]([CH3:20])([CH3:19])[CH2:12]2)[O:3]1.C(O)=[O:24]>>[CH3:1][C:2]1([CH2:21][CH3:22])[N:6]([CH2:7][CH:8]([OH:24])[CH2:9][OH:10])[C:5](=[O:11])[C:4]2([CH2:16][C:15]([CH3:17])([CH3:18])[NH:14][C:13]([CH3:19])([CH3:20])[CH2:12]2)[O:3]1. Reported procedure: 50 g of 2,7,7,9,9-pentamethyl-2-ethyl-3-(2,3-epoxypropyl)-1-oxa-3,8-diaza-spiro[4.5]decan-4-one in 200 g of formic acid were boiled under reflux for 4 hours. The formic acid was removed by distillation in vacuo and the residue was boiled for 2 hours in 100 ml of 10% strength NaOH. An oily layer was formed, this was separated off and it solidified after a little time. The product was pulverized, washed with water and dried. Starting materials: S1C(=NC2=C1C=CC=C2)SCC(CC(=O)OCC)C(=O)OCC (diethyl 3-(benzothiazol-2-ylthio)-propane-1,2-dicarboxylate), C(CCC)N (n-butylamine). Conditions: temperature 90 celsius. Product: C(CCC)NC(=O)CC(CSC=1SC2=C(N1)C=CC=C2)C(=O)NCCCC (N,N'-dibutyl 3-(benzothiazol-2-ylthio)-1,2-propane dicarboxylic acid diamide). As a reaction SMILES: [S:1]1[C:5]2[CH:6]=[CH:7][CH:8]=[CH:9][C:4]=2[N:3]=[C:2]1[S:10][CH2:11][CH:12]([C:19]([O:21]CC)=O)[CH2:13][C:14]([O:16]CC)=O.[CH2:24]([NH2:28])[CH2:25][CH2:26][CH3:27]>>[CH2:24]([NH:28][C:14]([CH2:13][CH:12]([C:19]([NH:3][CH2:4][CH2:5][CH2:6][CH3:7])=[O:21])[CH2:11][S:10][C:2]1[S:1][C:5]2[CH:6]=[CH:7][CH:8]=[CH:9][C:4]=2[N:3]=1)=[O:16])[CH2:25][CH2:26][CH3:27]. Procedure details: 18.0 parts of diethyl 3-(benzothiazol-2-ylthio)-propane-1,2-dicarboxylate and 30.0 parts of n-butylamine are stirred for 3 hours at 90° C. Volatile material are removed by heating at 90° C. under a vacuum of 0.1 mm to give N,N'-dibutyl 3-(benzothiazol-2-ylthio)-1,2-propane dicarboxylic acid diamide as a viscous liquid. The reactants are ClC1=NC2=C(N1)C=CC=C2 (2-chloro-1H-benzimidazole), [OH-].[Na+] (sodium hydroxide), ClCCCCCBr (5-chlorobromopentane). The reagents and catalysts are [Br-].C(CCC)[N+](CCCC)(CCCC)CCCC (tetrabutyl ammonium bromide). The solvent is ClCCl (dichloromethane), ClCCl (dichloromethane). Run at temperature 60 celsius. Product: ClCCCCCN1C(=NC2=C1C=CC=C2)Cl (1-(5-chloropentyl)-2-chloro-1H-benzimidazole). Isolated yield 62.2%. Reaction SMILES: [Cl:1][C:2]1[NH:6][C:5]2[CH:7]=[CH:8][CH:9]=[CH:10][C:4]=2[N:3]=1.[OH-].[Na+].[Cl:13][CH2:14][CH2:15][CH2:16][CH2:17][CH2:18]Br>[Br-].C([N+](CCCC)(CCCC)CCCC)CCC.ClCCl>[Cl:13][CH2:14][CH2:15][CH2:16][CH2:17][CH2:18][N:3]1[C:4]2[CH:10]=[CH:9][CH:8]=[CH:7][C:5]=2[N:6]=[C:2]1[Cl:1] |f:1.2,4.5|. Procedure details: 2-chloro-1H-benzimidazole (15.2 g, 0.10 mol) was dissolved into 200 ml of 20% wt. sodium hydroxide, 5-chlorobromopentane (36.8 g, 0.20 mol) and tetrabutyl ammonium bromide (1.0 g) were added, and mixed for 5 min. The mixture was heated to 60° C., stirred to react for 2 hours. Then the reaction solution was cooled down to ambient temperature, 100 ml of dichloromethane was added for extraction and liquid separation. To the aqueous phase, 100 of dichloromethane was added for extraction. Organic pha...